describe an organic reaction: reactants, conditions, products, and yield From a dataset of the Open Reaction Database (ORD), a public repository of structured organic reaction records. Starting materials: BrC=1C=C(C=CC1)O (3-bromophenol), COCCBr (2-bromoethyl methyl ether), C(=O)([O-])[O-].[K+].[K+] (K2CO3). Run in CCOCC (ether), CO (MeOH). Product: BrC1=CC(=CC=C1)OCCOC (1-Bromo-3-(2-methoxy-ethoxy)-benzene). Yield: 69.2%. As a reaction SMILES: [Br:1][C:2]1[CH:3]=[C:4]([OH:8])[CH:5]=[CH:6][CH:7]=1.[CH3:9][O:10][CH2:11][CH2:12]Br.C([O-])([O-])=O.[K+].[K+]>CO.CCOCC>[Br:1][C:2]1[CH:7]=[CH:6][CH:5]=[C:4]([O:8][CH2:12][CH2:11][O:10][CH3:9])[CH:3]=1 |f:2.3.4|. Procedure details: To a solution of 3-bromophenol (0.865 g, 5 mmol) in MeOH (1.5 ml) was added 2-bromoethyl methyl ether (0.56 ml, 6 mmol) followed by K2CO3 (0.68 g, 5 mmol). The mixture was heated using microwave irradiation in a CEM discover microwave synthesizer (50 W) at 100° C. until the reaction was complete. The reaction was diluted with ether and filtered to remove solid which was washed with further ether. Filtrate concentrated under reduced pressure to give (0.8 g) of product.